From a dataset of the Open Reaction Database (ORD), a public repository of structured organic reaction records. describe an organic reaction: reactants, conditions, products, and yield The reactants are CO, Cl, [NH4+], CC(=O)CC(=O)OC(C)(C)C, [OH-]. Product: CC(N)=CC(=O)OC(C)(C)C. Reaction SMILES: [CH3:15][OH:16].[ClH:12].[NH4+:13].[O:1]=[C:2]([CH2:3][C:4](=[O:5])[O:6][C:7]([CH3:8])([CH3:9])[CH3:10])[CH3:11].[OH-:14]>>[C:2](=[CH:3][C:4](=[O:5])[O:6][C:7]([CH3:8])([CH3:9])[CH3:10])([CH3:11])[NH2:13]. Procedure details: The title compound is prepared from 2-chloro-1-(4-phenoxy)-piperidin-1-yl]-ethanone and 6-amino-3H-benzoxazol-2-one according to the method described in Example 206. Melting Point:220-223° C. (diethylether) The reactants are C(C)=O (ethanone), NC1=CC2=C(NC(O2)=O)C=C1 (6-amino-3H-benzoxazol-2-one), C(C)OCC (diethylether). The product is O=C(CNC1=CC2=C(NC(O2)=O)C=C1)N1CCC(CC1)OC1=CC=CC=C1 (6-[2-Oxo-2-(4-phenoxy-piperidin-1-yl)-ethylamino]-3H-benzoxazol-2-one). Reaction SMILES: [CH:1](=[O:3])[CH3:2].[NH2:4][C:5]1[CH:14]=[CH:13][C:8]2[NH:9][C:10](=[O:12])[O:11][C:7]=2[CH:6]=1.[CH2:15]([O:17][CH2:18][CH3:19])[CH3:16]>>[O:3]=[C:1]([N:9]1[CH2:8][CH2:7][CH:15]([O:17][C:18]2[CH:13]=[CH:14][CH:5]=[CH:6][CH:19]=2)[CH2:16][CH2:10]1)[CH2:2][NH:4][C:5]1[CH:14]=[CH:13][C:8]2[NH:9][C:10](=[O:12])[O:11][C:7]=2[CH:6]=1. The reactants are IC (iodomethane), FC1=C(C=CC(=C1)F)[C@@]12N=C(S[C@@H]([C@@H]1C[C@@H](OC2)CO)C)NC(C2=CC=CC=C2)=O (N-[(4R,4aR,6R,8aS)-8a-(2,4-difluorophenyl)-6-(hydroxymethyl)-4-methyl-4,4a,5,6,8,8a-hexahydropyrano[3,4-d][1,3]thiazin-2-yl]benzamide), [H-].[Na+] (sodium hydride). Run in O1CCCC1 (tetrahydrofuran), O1CCCC1 (tetrahydrofuran). Conditions: time 25 minute. The product is FC1=C(C=CC(=C1)F)[C@@]12N=C(S[C@@H]([C@@H]1C[C@@H](OC2)COC)C)NC(C2=CC=CC=C2)=O (N-[(4R,4aR,6R,8aS)-8a-(2,4-difluorophenyl)-6-(methoxymethyl)-4-methyl-4,4a,5,6,8,8a-hexahydropyrano[3,4-d][1,3]thiazin-2-yl]benzamide). RXN SMILES: [F:1][C:2]1[CH:7]=[C:6]([F:8])[CH:5]=[CH:4][C:3]=1[C@:9]12[CH2:18][O:17][C@@H:16]([CH2:19][OH:20])[CH2:15][C@H:14]1[C@@H:13]([CH3:21])[S:12][C:11]([NH:22][C:23](=[O:30])[C:24]1[CH:29]=[CH:28][CH:27]=[CH:26][CH:25]=1)=[N:10]2.[H-].[Na+].I[CH3:34]>O1CCCC1>[F:1][C:2]1[CH:7]=[C:6]([F:8])[CH:5]=[CH:4][C:3]=1[C@:9]12[CH2:18][O:17][C@@H:16]([CH2:19][O:20][CH3:34])[CH2:15][C@H:14]1[C@@H:13]([CH3:21])[S:12][C:11]([NH:22][C:23](=[O:30])[C:24]1[CH:25]=[CH:26][CH:27]=[CH:28][CH:29]=1)=[N:10]2 |f:1.2|. Procedure details: A solution of N-[(4R,4aR,6R,8aS)-8a-(2,4-difluorophenyl)-6-(hydroxymethyl)-4-methyl-4,4a,5,6,8,8a-hexahydropyrano[3,4-d][1,3]thiazin-2-yl]benzamide (P2) (140 mg, 0.324 mmol) in tetrahydrofuran (2.5 mL) was added to a mixture of sodium hydride (60% in mineral oil, 31 mg, 0.78 mmol) in tetrahydrofuran (5 mL), and the reaction mixture was stirred at room temperature for 25 minutes. To this was added iodomethane (24.3 μL, 0.389 mmol), and the reaction mixture was heated at 41° C. for 6 hours, cooled...